This data is from the Open Reaction Database (ORD), a public repository of structured organic reaction records. The task is: describe an organic reaction: reactants, conditions, products, and yield Reactants: CCc1cc(Br)cc(CC)c1N, CC(=O)O, CCO, Cl, O=N[O-], [Na+], O. The product is CCc1cc(Br)cc(CC)c1. As a reaction SMILES: [Br:1][c:2]1[cH:3][c:4]([CH2:11][CH3:12])[c:5]([NH2:6])[c:7]([CH2:9][CH3:10])[cH:8]1.[CH3:13][C:14](=[O:15])[OH:16].[CH3:23][CH2:24][OH:25].[ClH:17].[N:18]([O-:19])=[O:20].[Na+:21].[OH2:22]>>[Br:1][c:2]1[cH:3][c:4]([CH2:11][CH3:12])[cH:5][c:7]([CH2:9][CH3:10])[cH:8]1. Starting materials: BrCC(=O)OC (methyl bromoacetate), OC1=C(C=O)C=CC(=C1)OC (2-hydroxy-4-methoxybenzaldehyde), C(=O)([O-])[O-].[Cs+].[Cs+] (Cs2CO3). Solvent: CN(C)C=O (DMF), C(C)(=O)OCC (ethyl acetate). Run at temperature 50 celsius, time 3 hour. Yields the product COC(=O)C=1OC2=C(C1)C=CC(=C2)OC (6-methoxy-benzofuran-2-carboxylic acid methyl ester). Reaction SMILES: Br[CH2:2][C:3]([O:5][CH3:6])=[O:4].[OH:7][C:8]1[CH:15]=[C:14]([O:16][CH3:17])[CH:13]=[CH:12][C:9]=1[CH:10]=O.C([O-])([O-])=O.[Cs+].[Cs+]>CN(C=O)C.C(OCC)(=O)C>[CH3:6][O:5][C:3]([C:2]1[O:7][C:8]2[CH:15]=[C:14]([O:16][CH3:17])[CH:13]=[CH:12][C:9]=2[CH:10]=1)=[O:4] |f:2.3.4|. Procedure details: A mixture of methyl bromoacetate (1.53 g, 10 mmol), 2-hydroxy-4-methoxybenzaldehyde (1.52 g, 10 mmol) and Cs2CO3 (6.5 g, 20 mmol) in DMF (100 mL) was stirred vigorously at 50° C. for 3 hrs and then at 150° C. for 5 min. The reaction was cooled, diluted with ethyl acetate and washed with water. The organic phase was dried and concentrated to give essentially pure 6-methoxy-benzofuran-2-carboxylic acid methyl ester as a solid. Starting materials: C(C)(CC)[Li].C1CCCCC1 (sec-butyl lithium cyclohexane), C(C)(C)(C)OC(=O)NC1=C(C=C(C=C1)OC)C (N-tert-butoxycarbonyl-4-methoxy-2-methylaniline), CON(C(CC)=O)C (N-methoxy-N-methylpropanamide). Solvent: C1CCOC1 (THF), C1CCOC1 (THF). Run at temperature -60 celsius, time 1 hour. Yields the product C(C)(C)(C)OC(=O)NC1=C(C=C(C=C1)OC)CC(CC)=O (1-(2-(tert-butoxycarbonylamino)-5-methoxyphenyl]-2-butanone). Yield: 74.3%. As a reaction SMILES: C([Li])(CC)C.C1CCCCC1.[C:12]([O:16][C:17]([NH:19][C:20]1[CH:25]=[CH:24][C:23]([O:26][CH3:27])=[CH:22][C:21]=1[CH3:28])=[O:18])([CH3:15])([CH3:14])[CH3:13].CON(C)[C:32](=[O:35])[CH2:33][CH3:34]>C1COCC1>[C:12]([O:16][C:17]([NH:19][C:20]1[CH:25]=[CH:24][C:23]([O:26][CH3:27])=[CH:22][C:21]=1[CH2:28][C:32](=[O:35])[CH2:33][CH3:34])=[O:18])([CH3:15])([CH3:14])[CH3:13] |f:0.1|. Reported procedure: A solution of 1.3M sec-butyl lithium/cyclohexane (81 mL, 0.105 mol) was added slowly to 11.85 g (0.05 mol) of N-tert-butoxycarbonyl-4-methoxy-2-methylaniline in 80 mL of THF while keeping the temperature below -40° C. with a dry ice-ethanol bath. The bath was removed and the temperature allowed to rise to -20° C. and then the bath was replaced. After the temperature had cooled to -60° C., 6.1 g (0.052 mol) of N-methoxy-N-methylpropanamide in an equal volume of THF was added dropwise. The reactio... The reactants are [BH4-].[Na+] (Sodium borohydride), C(C)OC(CC1CCC2=C(C(=NO2)C2=CC=CC=C2)C1=O)=O (4,5,6,7-tetrahydro-4-oxo-3-phenyl-1,2-benzisoxazol-5-acetic acid ethyl ester). Solvent: [NH4+].[Cl-] (NH4Cl), C(C)O (ethanol). Product: OC1C(CCC2=C1C(=NO2)C2=CC=CC=C2)CCO (4-hydroxy-5-(2-hydroxyethyl)-3-phenyl-4,5,6,7-tetrahydro-1,2-benzisoxazole). Yield: 100.0%. Reaction SMILES: [BH4-].[Na+].C([O:5][C:6](=O)[CH2:7][CH:8]1[C:22](=[O:23])[C:12]2[C:13]([C:16]3[CH:21]=[CH:20][CH:19]=[CH:18][CH:17]=3)=[N:14][O:15][C:11]=2[CH2:10][CH2:9]1)C>C(O)C.[NH4+].[Cl-]>[OH:23][CH:22]1[C:12]2[C:13]([C:16]3[CH:21]=[CH:20][CH:19]=[CH:18][CH:17]=3)=[N:14][O:15][C:11]=2[CH2:10][CH2:9][CH:8]1[CH2:7][CH2:6][OH:5] |f:0.1,4.5|. Reported procedure: In a 2 liter round-bottomed flask was dissolved 4,5,6,7-tetrahydro-4-oxo-3-phenyl-1,2-benzisoxazol-5-acetic acid ethyl ester (3.0 g) in absolute ethanol (300 ml) at room temperature. Sodium borohydride (6.07 g) was added and the solution was heated to reflux. The solution was cooled to room temperature, then diluted with saturated NH4Cl until a solid appeared. The reaction mixture was basified to pH 9 using 10% NAOH (aq.). The product, an oil, was extracted with ether and the aqueous phase was e...